This data is from the Open Reaction Database (ORD), a public repository of structured organic reaction records. The task is: describe an organic reaction: reactants, conditions, products, and yield The reactants are CC(C)([O-])C.[K+] (potassium tert-butoxide), CCOCC (ether), COC1=CC=C2CCCC(C2=C1)=O (7-methoxy-1-tetralone), N(=O)OCCC(C)C (isopentyl nitrite), CC(C)([O-])C.[K+] (potassium tert-butoxide). Run in C(C)O (ethanol), C(C)(C)(C)O (tert-butanol). Conditions: time 0.5 hour. The product is COC1=CC=C2CCC(C(C2=C1)=O)=NO (7-methoxy-2-oximino-3,4-dihydronaphthalen-1(2H)-one). The yield is 50.0%. RXN SMILES: CC(C)([O-])C.[K+].CCOCC.[CH3:12][O:13][C:14]1[CH:23]=[C:22]2[C:17]([CH2:18][CH2:19][CH2:20][C:21]2=[O:24])=[CH:16][CH:15]=1.[N:25](OCCC(C)C)=[O:26]>C(O)C.C(O)(C)(C)C>[CH3:12][O:13][C:14]1[CH:23]=[C:22]2[C:17]([CH2:18][CH2:19][C:20](=[N:25][OH:26])[C:21]2=[O:24])=[CH:16][CH:15]=1 |f:0.1|. Reported procedure: A mixture of potassium tert-butoxide (11.5 gm, 0.1 m), ether (400 ml), tert-butanol (15 ml) and absolute ethanol (15 ml) was refluxed for 1/2 hour to insure complete solution of the potassium tert-butoxide. To the hot solution was added 7-methoxy-1-tetralone (17.6 gms, 0.1 m) and the reaction mixture turned from yellow to dark brown. To this refluxing solution was added isopentyl nitrite (19 ml). During this addition external heating was not necessary because of the exothermic nature of the reac...